describe an organic reaction: reactants, conditions, products, and yield From a dataset of the Open Reaction Database (ORD), a public repository of structured organic reaction records. The reactants are CCc1nc2ccccc2n1-c1nc(N2CCOCC2)c2nc(C(=O)C3CCN(C(=O)OC(C)(C)C)CC3)n(C)c2n1, ClCCl, O=C(O)C(F)(F)F. The product is CCc1nc2ccccc2n1-c1nc(N2CCOCC2)c2nc(C(=O)C3CCNCC3)n(C)c2n1. Reaction SMILES: [C:1]([O:2][C:3](=[O:4])[N:8]1[CH2:9][CH2:10][CH:11]([C:14](=[O:15])[c:16]2[n:17]([CH3:42])[c:18]3[n:19][c:20](-[n:31]4[c:32]([CH2:40][CH3:41])[n:33][c:34]5[c:35]4[cH:36][cH:37][cH:38][cH:39]5)[n:21][c:22]([N:25]4[CH2:26][CH2:27][O:28][CH2:29][CH2:30]4)[c:23]3[n:24]2)[CH2:12][CH2:13]1)([CH3:5])([CH3:6])[CH3:7].[Cl:50][CH2:51][Cl:52].[F:43][C:44]([F:45])([F:46])[C:47]([OH:48])=[O:49]>>[NH:8]1[CH2:9][CH2:10][CH:11]([C:14](=[O:15])[c:16]2[n:17]([CH3:42])[c:18]3[n:19][c:20](-[n:31]4[c:32]([CH2:40][CH3:41])[n:33][c:34]5[c:35]4[cH:36][cH:37][cH:38][cH:39]5)[n:21][c:22]([N:25]4[CH2:26][CH2:27][O:28][CH2:29][CH2:30]4)[c:23]3[n:24]2)[CH2:12][CH2:13]1. Starting materials: CC1(C)OCC(CONC(=O)c2ccc(F)c(F)c2Nc2ccc(I)cc2F)O1, CO, O. Yields the product O=C(NOCC(O)CO)c1ccc(F)c(F)c1Nc1ccc(I)cc1F. As a reaction SMILES: [CH3:1][C:2]1([CH3:29])[O:3][CH2:4][CH:5]([CH2:7][O:8][NH:9][C:10]([c:11]2[c:12]([NH:19][c:20]3[c:21]([F:27])[cH:22][c:23]([I:26])[cH:24][cH:25]3)[c:13]([F:18])[c:14]([F:17])[cH:15][cH:16]2)=[O:28])[O:6]1.[CH3:30][OH:31].[OH2:32]>>[OH:3][CH2:4][CH:5]([OH:6])[CH2:7][O:8][NH:9][C:10]([c:11]1[c:12]([NH:19][c:20]2[c:21]([F:27])[cH:22][c:23]([I:26])[cH:24][cH:25]2)[c:13]([F:18])[c:14]([F:17])[cH:15][cH:16]1)=[O:28]. Reactants: NC1CN(CC1)C=1N=C(C2=C(N1)SC=N2)NC2=CC(=C(C=C2)OC)OC (5-(3-aminopyrrolidin-1-yl)-N-(3,4-dimethoxyphenyl)thiazolo[5,4-d]pyrimidin-7-amine), COC(=O)C1=NC=C(C(=O)O)C=C1 (6-(methoxycarbonyl)nicotinic acid), CN1C=NC=C1 (1-methyl-1H-imidazole), CCN=C=NCCCN(C)C (EDCI). Reaction conditions: time 15 hour. Yield: 76.4%. Procedure details: To a solution of 5-(3-aminopyrrolidin-1-yl)-N-(3,4-dimethoxyphenyl)thiazolo[5,4-d]pyrimidin-7-amine (80 mg, 0.22 mmol) and 6-(methoxycarbonyl)nicotinic acid (39 mg, 0.22 mmol) in dichloromethane (15 mL) was added the solution of 1-methyl-1H-imidazole (71 mg, 0.88 mmol) and EDCI (164 mg, 0.88 mmol) in dichloromethane (5 mL). The reaction mixture was stirred at room temperature for 15 hours, the solid was collected by filtration and washed with MeOH to afford methyl 5-(1-(7-(3,4-dimethoxyphenylami... Solvent: ClCCl (dichloromethane), ClCCl (dichloromethane). As a reaction SMILES: [NH2:1][CH:2]1[CH2:6][CH2:5][N:4]([C:7]2[N:8]=[C:9]([NH:16][C:17]3[CH:22]=[CH:21][C:20]([O:23][CH3:24])=[C:19]([O:25][CH3:26])[CH:18]=3)[C:10]3[N:15]=[CH:14][S:13][C:11]=3[N:12]=2)[CH2:3]1.[CH3:27][O:28][C:29]([C:31]1[CH:39]=[CH:38][C:34]([C:35](O)=[O:36])=[CH:33][N:32]=1)=[O:30].CN1C=CN=C1.CCN=C=NCCCN(C)C>ClCCl>[CH3:26][O:25][C:19]1[CH:18]=[C:17]([NH:16][C:9]2[C:10]3[N:15]=[CH:14][S:13][C:11]=3[N:12]=[C:7]([N:4]3[CH2:5][CH2:6][CH:2]([NH:1][C:35]([C:34]4[CH:38]=[CH:39][C:31]([C:29]([O:28][CH3:27])=[O:30])=[N:32][CH:33]=4)=[O:36])[CH2:3]3)[N:8]=2)[CH:22]=[CH:21][C:20]=1[O:23][CH3:24]. The product is COC=1C=C(C=CC1OC)NC=1C2=C(N=C(N1)N1CC(CC1)NC(=O)C=1C=CC(=NC1)C(=O)OC)SC=N2 (methyl 5-(1-(7-(3,4-dimethoxyphenylamino)thiazolo[5,4-d]pyrimidin-5-yl)pyrrolidin-3-ylcarbamoyl)picolinate). The reactants are ClC1=NC=CC(=N1)N1C(C(C(C1)C)(C#N)C1CC1)=O ((3SR,4RS)-1-(2-Chloropyrimidin-4-yl)-3-cyclopropyl-4-methyl-2-oxopyrrolidine-3-carbonitrile). Solvent: CCCCCC.CC(C)O (hexane 2-propanol). Yields the product ClC1=NC=CC(=N1)N1C([C@@]([C@H](C1)C)(C#N)C1CC1)=O ((3S,4R)-1-(2-chloropyrimidin-4-yl)-3-cyclopropyl-4-methyl-2-oxopyrrolidine-3-carbonitrile). The yield is 49.4%. As a reaction SMILES: [Cl:1][C:2]1[N:7]=[C:6]([N:8]2[CH2:12][CH:11]([CH3:13])[C:10]([CH:16]3[CH2:18][CH2:17]3)([C:14]#[N:15])[C:9]2=[O:19])[CH:5]=[CH:4][N:3]=1>CCCCCC.CC(O)C>[Cl:1][C:2]1[N:7]=[C:6]([N:8]2[CH2:12][C@H:11]([CH3:13])[C@@:10]([CH:16]3[CH2:17][CH2:18]3)([C:14]#[N:15])[C:9]2=[O:19])[CH:5]=[CH:4][N:3]=1 |f:1.2|. Procedure details: 1-(2-Chloropyrimidin-4-yl)-3-cyclopropyl-4-methyl-2-oxopyrrolidine-3-carbonitrile (2.6 g) obtained in Step C of Example 357 was purified by silica gel column chromatography (hexane/ethyl acetate) to give (3SR,4RS)-1-(2-chloropyrimidin-4-yl)-3-cyclopropyl-4-methyl-2-oxopyrrolidine-3-carbonitrile (820 mg) and (3SR,4SR)-1-(2-chloropyrimidin-4-yl)-3-cyclopropyl-4-methyl-2-oxopyrrolidine-3-carbonitrile (1.3 g). (3SR,4RS)-1-(2-Chloropyrimidin-4-yl)-3-cyclopropyl-4-methyl-2-oxopyrrolidine-3-carbonitril... Starting materials: C(C)(C)(C)OC(=O)N1CC2(CC2C1)C1=CC=C(C=C1)N1C(O[C@H](C1)CNC(=O)OC)=O (1-{4-[5(S)-(Methoxycarbonylamino-methyl)-2-oxo-oxazolidin-3-yl]-phenyl}-3-aza-bicyclo[3.1.0]hexane-3-carboxylic acid tert-butyl ester), Cl (HCl). Run in C(C)OCC (diethylether). Product: COC(=O)N1CC2(CC2C1)C1=CC=C(C=C1)N1C(O[C@H](C1)CNC(=O)OC)=O (1-{4-[5(S)-(Methoxycarbonylamino-methyl)-2-oxo-oxazolidin-3-yl]-phenyl}-3-aza-bicyclo[3.1.0]-hexane-3-carboxylic acid methyl ester). Reaction SMILES: [C:1]([O:5][C:6]([N:8]1[CH2:13][CH:12]2[C:10]([C:14]3[CH:19]=[CH:18][C:17]([N:20]4[CH2:24][C@H:23]([CH2:25][NH:26][C:27]([O:29][CH3:30])=[O:28])[O:22][C:21]4=[O:31])=[CH:16][CH:15]=3)([CH2:11]2)[CH2:9]1)=[O:7])(C)(C)C.Cl>C(OCC)C>[CH3:1][O:5][C:6]([N:8]1[CH2:13][CH:12]2[C:10]([C:14]3[CH:19]=[CH:18][C:17]([N:20]4[CH2:24][C@H:23]([CH2:25][NH:26][C:27]([O:29][CH3:30])=[O:28])[O:22][C:21]4=[O:31])=[CH:16][CH:15]=3)([CH2:11]2)[CH2:9]1)=[O:7]. Procedure: To a solution of compound (310 mg, 0.72 mmol) obtained in Step 2, in diethylether (10 mL) was passed HCl gas for about 30 min. at r.t. The solid precipitates were washed with diethylether (10 mL) and ethyl acetate (10 mL) and dried under reduced pressure to give the title compound. As a reaction SMILES: [C:1](#[N:2])[c:3]1[cH:4][c:5]([B:15]([OH:16])[OH:17])[cH:6][cH:7][c:8]1[O:9][CH2:10][CH:11]([CH2:12][CH3:13])[CH3:14].[CH2:20]1[O:21][CH2:22][CH2:23][CH2:24]1.[OH:18][OH:19]>>[C:1](#[N:2])[c:3]1[cH:4][c:5]([OH:18])[cH:6][cH:7][c:8]1[O:9][CH2:10][CH:11]([CH2:12][CH3:13])[CH3:14]. Product: CCC(C)COc1ccc(O)cc1C#N. Starting materials: CCC(C)COc1ccc(B(O)O)cc1C#N, C1CCOC1, OO.